This data is from the Open Reaction Database (ORD), a public repository of structured organic reaction records. The task is: describe an organic reaction: reactants, conditions, products, and yield As a reaction SMILES: CO[C:3]1[C:8]([C:9]2[CH:13]=[CH:12][N:11]([CH3:14])[N:10]=2)=[CH:7][N:6]([C:15]2[C:20]([C:21]#[N:22])=[CH:19][CH:18]=[CH:17][N:16]=2)[C:5](=O)[C:4]=1[C:24]#[N:25].[OH2:26].[NH2:27][NH2:28].C(O)C>O1CCCC1>[NH2:25][C:24]1[C:4]2[C:5](=[O:26])[N:6]([C:15]3[N:16]=[CH:17][CH:18]=[CH:19][C:20]=3[C:21]#[N:22])[CH:7]=[C:8]([C:9]3[CH:13]=[CH:12][N:11]([CH3:14])[N:10]=3)[C:3]=2[NH:28][N:27]=1 |f:1.2|. Yield: 57.5%. The reactants are COC1=C(C(N(C=C1C1=NN(C=C1)C)C1=NC=CC=C1C#N)=O)C#N (4-methoxy-5-(1-methyl-1H-pyrazol-3-yl)-2-oxo-2H-[1,2′-bipyridine]-3,3′-dicarbonitrile), O.NN (hydrazine monohydrate), C(C)O (ethanol). Procedure: A mixture of 4-methoxy-5-(1-methyl-1H-pyrazol-3-yl)-2-oxo-2H-[1,2′-bipyridine]-3,3′-dicarbonitrile obtained in Step E (0.12 g), hydrazine monohydrate (0.087 g), ethanol (10 mL) and tetrahydrofuran (5 mL) was stirred at 60° C. for 2 hr. The solvent was evaporated under reduced pressure, to the residue was added a mixed solvent (5 mL) of ethanol/ethyl acetate=1/1, and the mixture was stirred for 15 min. The precipitate was collected by filtration to give the title compound (0.069 g). Yields the product NC1=NNC2=C1C(N(C=C2C2=NN(C=C2)C)C2=C(C#N)C=CC=N2)=O (2-(3-amino-7-(1-methyl-1H-pyrazol-3-yl)-4-oxo-1,4-dihydro-5H-pyrazolo[4,3-c]pyridin-5-yl)nicotinonitrile). Run in O1CCCC1 (tetrahydrofuran). Reaction conditions: temperature 60 celsius, time 2 hour. Reactants: C(C)(C)OC(=O)N1CCC(CC1)C1OC2=C(C1)C=C(C=C2)C2=CC=C(C=C2)C(=O)O (4-[5-(4-carboxy-phenyl)-2,3-dihydro-benzofuran-2-yl]-piperidine-1-carboxylic acid isopropyl ester), F[B-](F)(F)F.N1(N=NC2=C1C=CC=C2)OC(=[N+](C)C)N(C)C (2-(1H-benzotriazole-1-yl)-1,1,3,3-tetramethyluronium tetrafluoroborate), COCCNC (N-(2-methoxyethyl)-methylamine). Solvent: CN(C=O)C (N,N-dimethylformamide), CN(C=O)C (N,N-dimethylformamide). Run at time 12 hour. The product is C(C)(C)OC(=O)N1CCC(CC1)C1OC2=C(C1)C=C(C=C2)C2=CC=C(C=C2)C(N(C)CCOC)=O (4-(5-{4-[(2-Methoxy-ethyl)-methyl-carbamoyl]-phenyl}-2,3-dihydro-benzofuran-2-yl)-piperidine-1-carboxylic acid isopropyl ester). As a reaction SMILES: [CH:1]([O:4][C:5]([N:7]1[CH2:12][CH2:11][CH:10]([CH:13]2[CH2:17][C:16]3[CH:18]=[C:19]([C:22]4[CH:27]=[CH:26][C:25]([C:28]([OH:30])=O)=[CH:24][CH:23]=4)[CH:20]=[CH:21][C:15]=3[O:14]2)[CH2:9][CH2:8]1)=[O:6])([CH3:3])[CH3:2].F[B-](F)(F)F.N1(OC(N(C)C)=[N+](C)C)C2C=CC=CC=2N=N1.[CH3:53][O:54][CH2:55][CH2:56][NH:57][CH3:58]>CN(C)C=O>[CH:1]([O:4][C:5]([N:7]1[CH2:12][CH2:11][CH:10]([CH:13]2[CH2:17][C:16]3[CH:18]=[C:19]([C:22]4[CH:27]=[CH:26][C:25]([C:28](=[O:30])[N:57]([CH2:56][CH2:55][O:54][CH3:53])[CH3:58])=[CH:24][CH:23]=4)[CH:20]=[CH:21][C:15]=3[O:14]2)[CH2:9][CH2:8]1)=[O:6])([CH3:3])[CH3:2] |f:1.2|. Reported procedure: To a mixture of 4-[5-(4-carboxy-phenyl)-2,3-dihydro-benzofuran-2-yl]-piperidine-1-carboxylic acid isopropyl ester (41 mg) in N,N-dimethylformamide (1 mL) diethyl-isopropylamine (52 mL) and 2-(1H-benzotriazole-1-yl)-1,1,3,3-tetramethyluronium tetrafluoroborate (TBTU, 32 mg) are added. After 10 min N-(2-methoxyethyl)-methylamine (12 mg) in N,N-dimethylformamide (0.5 mL) is added. The mixture is stirred for 12 h and purified by preparative HPLC (eluent water (+0.1% TFA)/MeOH) to yield the desired p... Reactants: O1C(CCCC1)OC1CC(C1)COC(=O)[C@@]12CC3=C(C=C2CCN(C1)S(=O)(=O)C=1C=NC(=CC1)N1CCOCC1)N(N=C3)C3=CC=C(C=C3)F ((R)-1-(4-fluorophenyl)-6-(6-morpholin-4-yl-pyridine-3-sulfonyl]-1,4,5,6,7,8-hexahydro-1,2,6-triaza-cyclopenta[b]naphthalene-4a-carboxylic acid 3-(tetrahydropyran-2yloxy)-cyclobutylmethyl ester), Cl (hydrogen chloride). Run in O1CCCC1 (tetrahydrofuran), O1CCOCC1 (dioxan). Yields the product OC1CC(C1)COC(=O)[C@@]12CC3=C(C=C2CCN(C1)S(=O)(=O)C=1C=NC(=CC1)N1CCOCC1)N(N=C3)C3=CC=C(C=C3)F ((R)-1-(4-Fluorophenyl)-6-(6-morpholin-4-yl-pyridine-3-sulfonyl]-1,4,5,6,7,8-hexahydro-1,2,6-triaza-cyclopenta[b]naphthalene-4a-carboxylic acid 3-hydroxycyclobutylmethyl ester). As a reaction SMILES: O1CCCCC1[O:7][CH:8]1[CH2:11][CH:10]([CH2:12][O:13][C:14]([C@@:16]23[CH2:25][N:24]([S:26]([C:29]4[CH:30]=[N:31][C:32]([N:35]5[CH2:40][CH2:39][O:38][CH2:37][CH2:36]5)=[CH:33][CH:34]=4)(=[O:28])=[O:27])[CH2:23][CH2:22][C:21]2=[CH:20][C:19]2[N:41]([C:44]4[CH:49]=[CH:48][C:47]([F:50])=[CH:46][CH:45]=4)[N:42]=[CH:43][C:18]=2[CH2:17]3)=[O:15])[CH2:9]1.Cl>O1CCCC1.O1CCOCC1>[OH:7][CH:8]1[CH2:11][CH:10]([CH2:12][O:13][C:14]([C@@:16]23[CH2:25][N:24]([S:26]([C:29]4[CH:30]=[N:31][C:32]([N:35]5[CH2:36][CH2:37][O:38][CH2:39][CH2:40]5)=[CH:33][CH:34]=4)(=[O:27])=[O:28])[CH2:23][CH2:22][C:21]2=[CH:20][C:19]2[N:41]([C:44]4[CH:49]=[CH:48][C:47]([F:50])=[CH:46][CH:45]=4)[N:42]=[CH:43][C:18]=2[CH2:17]3)=[O:15])[CH2:9]1. Procedure details: A solution of (R)-1-(4-fluorophenyl)-6-(6-morpholin-4-yl-pyridine-3-sulfonyl]-1,4,5,6,7,8-hexahydro-1,2,6-triaza-cyclopenta[b]naphthalene-4a-carboxylic acid 3-(tetrahydropyran-2yloxy)-cyclobutylmethyl ester in tetrahydrofuran (0.6 mL) was treated with 4.0 M hydrogen chloride in dioxan (1.0 mL) for 30 minutes. The reaction mixture was evaporated under reduced pressure, the residue dissolved in dichloromethane and the solution washed with 2.0M sodium carbonate solution and brine. The organic extra... The reactants are C(C1=CC=CC=C1)OC(=O)CS(=O)(=O)Cl (benzyloxycarbonylmethylsulfonylchloride), Cl.NC1=CC=C(C=C1)N1CCC(CC1)=O (1-(4-Amino-phenyl)-piperidine-4-one hydrochloride). Product: C(C1=CC=CC=C1)OC(CS(NC1=CC=C(C=C1)N1CCC(CC1)=O)(=O)=O)=O ([4-(4-Oxo-piperidine-1-yl)-phenylsulfamoyl]-acetic acid benzyl ester). RXN SMILES: [CH2:1]([O:8][C:9]([CH2:11][S:12](Cl)(=[O:14])=[O:13])=[O:10])[C:2]1[CH:7]=[CH:6][CH:5]=[CH:4][CH:3]=1.Cl.[NH2:17][C:18]1[CH:23]=[CH:22][C:21]([N:24]2[CH2:29][CH2:28][C:27](=[O:30])[CH2:26][CH2:25]2)=[CH:20][CH:19]=1>>[CH2:1]([O:8][C:9](=[O:10])[CH2:11][S:12](=[O:14])(=[O:13])[NH:17][C:18]1[CH:23]=[CH:22][C:21]([N:24]2[CH2:25][CH2:26][C:27](=[O:30])[CH2:28][CH2:29]2)=[CH:20][CH:19]=1)[C:2]1[CH:7]=[CH:6][CH:5]=[CH:4][CH:3]=1 |f:1.2|. Procedure: The title compound was prepared from benzyloxycarbonylmethylsulfonylchloride (J. Antibiot., 1994, 47, 1041) and 1-(4-amino-phenyl)-piperidine-4-one (which was obtained in Example 224) according to the procedure B of Example 225 as a white solid; 1H NMR (300 MHz, DMSO-d6) δ 2.42 (t, J=6.0 Hz, 4H), 3.55 (t, J=6.0 Hz, 4H), 4.16 (s, 2H), 5.16 (s, 2H), 6.99 (d, J=9.0 Hz, 2H), 7.10 (d, J=9.0 Hz, 2H), 9.73 (s, 1H); MS (ES) m/z: 403.2 (MH+); HRMS Calcd. for C20H22N2O5S(M+): 402.1250. Found: 402.1237. The reactants are COC(=O)C=O, ClCCl, COc1ccc(CN)c(OC)c1, [Mg+2], O=S(=O)([O-])[O-]. Yields the product COC(=O)C=NCc1ccc(OC)cc1OC. Reaction SMILES: [C:19]([CH:20]=[O:21])(=[O:22])[O:23][CH3:24].[CH2:25]([Cl:26])[Cl:27].[CH3:1][O:2][c:3]1[c:4]([CH2:5][NH2:6])[cH:7][cH:8][c:9]([O:11][CH3:12])[cH:10]1.[Mg+2:13].[O-:14][S:15](=[O:16])(=[O:17])[O-:18]>>[CH3:1][O:2][c:3]1[c:4]([CH2:5][N:6]=[CH:20][C:19](=[O:22])[O:23][CH3:24])[cH:7][cH:8][c:9]([O:11][CH3:12])[cH:10]1. The product is CCOC(Cc1ccc(OCCc2ccc(NC(=O)Nc3ccc(SC(F)(F)F)cc3)cc2)cc1)C(=O)O. Reactants: CO, ClCCl, Cl, O=C=Nc1ccc(SC(F)(F)F)cc1, CCOC(Cc1ccc(OCCc2ccc(N)cc2)cc1)C(=O)O, [Na+], C1CCOC1, O=C([O-])O. As a reaction SMILES: [CH3:48][OH:49].[Cl:45][CH2:46][Cl:47].[ClH:1].[F:31][C:32]([S:33][c:34]1[cH:35][cH:36][c:37]([N:40]=[C:41]=[O:42])[cH:38][cH:39]1)([F:43])[F:44].[NH2:2][c:3]1[cH:4][cH:5][c:6]([CH2:9][CH2:10][O:11][c:12]2[cH:13][cH:14][c:15]([CH2:18][CH:19]([C:20](=[O:21])[OH:22])[O:23][CH2:24][CH3:25])[cH:16][cH:17]2)[cH:7][cH:8]1.[Na+:26].[O:50]1[CH2:51][CH2:52][CH2:53][CH2:54]1.[OH:27][C:28](=[O:29])[O-:30]>>[NH:2]([c:3]1[cH:4][cH:5][c:6]([CH2:9][CH2:10][O:11][c:12]2[cH:13][cH:14][c:15]([CH2:18][CH:19]([C:20](=[O:21])[OH:22])[O:23][CH2:24][CH3:25])[cH:16][cH:17]2)[cH:7][cH:8]1)[C:41]([NH:40][c:37]1[cH:36][cH:35][c:34]([S:33][C:32]([F:31])([F:43])[F:44])[cH:39][cH:38]1)=[O:42].